From a dataset of the Open Reaction Database (ORD), a public repository of structured organic reaction records. describe an organic reaction: reactants, conditions, products, and yield The reactants are FC(F)(F)c1ccc(-c2cc(C(F)(F)F)nc(-n3cnc(Br)c3)n2)cc1, CC1(C)OB(c2ccc(N)cc2)OC1(C)C. Yields the product Nc1ccc(-c2cn(-c3nc(-c4ccc(C(F)(F)F)cc4)cc(C(F)(F)F)n3)cn2)cc1. As a reaction SMILES: [Br:1][c:2]1[n:3][cH:4][n:5](-[c:7]2[n:8][c:9](-[c:17]3[cH:18][cH:19][c:20]([C:23]([F:24])([F:25])[F:26])[cH:21][cH:22]3)[cH:10][c:11]([C:13]([F:14])([F:15])[F:16])[n:12]2)[cH:6]1.[CH3:27][C:28]1([CH3:29])[C:30]([CH3:31])([CH3:32])[O:33][B:34]([c:35]2[cH:36][cH:37][c:38]([NH2:39])[cH:40][cH:41]2)[O:42]1>>[c:2]1(-[c:35]2[cH:36][cH:37][c:38]([NH2:39])[cH:40][cH:41]2)[n:3][cH:4][n:5](-[c:7]2[n:8][c:9](-[c:17]3[cH:18][cH:19][c:20]([C:23]([F:24])([F:25])[F:26])[cH:21][cH:22]3)[cH:10][c:11]([C:13]([F:14])([F:15])[F:16])[n:12]2)[cH:6]1. The reactants are ClCCl (dichloromethane), NC(=O)NCCC1=CC=C(C=C1)CNC(=O)OC(C)(C)C (4-[2-(aminocarbonylamino)ethyl]-N-[(1,1-dimethylethoxy)carbonyl]benzenemethanamine), FC(C(=O)O)(F)F (trifluoroacetic acid). As a reaction SMILES: ClCCl.[NH2:4][C:5]([NH:7][CH2:8][CH2:9][C:10]1[CH:15]=[CH:14][C:13]([CH2:16][NH:17]C(OC(C)(C)C)=O)=[CH:12][CH:11]=1)=[O:6].[F:25][C:26]([F:31])([F:30])[C:27]([OH:29])=[O:28]>O1CCCC1>[NH2:4][C:5]([NH:7][CH2:8][CH2:9][C:10]1[CH:15]=[CH:14][C:13]([CH2:16][NH2:17])=[CH:12][CH:11]=1)=[O:6].[F:25][C:26]([F:31])([F:30])[C:27]([O-:29])=[O:28] |f:4.5|. Yield: 61.0%. Procedure: Prepared analogously to Example 61e), but using tetrahydrofuran as solvent instead of dichloromethane, from 4-[2-(aminocarbonylamino)ethyl]-N-[(1,1-dimethylethoxy)carbonyl]benzenemethanamine and trifluoroacetic acid in a yield of 61% of theory. Colourless crystals, which were used in the following step without total purification. Solvent: O1CCCC1 (tetrahydrofuran). The product is NC(=O)NCCC1=CC=C(C=C1)CN.FC(C(=O)[O-])(F)F (4-[2-(Aminocarbonylamino)ethyl]benzenemethanamine trifluoroacetate). The reactants are COC(=O)c1ccccc1S(=O)(=O)NC(=O)Nc1nc(OC)cc(OC)n1, CCO, Cl, [K+], [OH-], O. The product is COc1cc(OC)nc(NC(=O)NS(=O)(=O)c2ccccc2C(=O)O)n1. RXN SMILES: [CH3:1][O:2][c:3]1[n:4][c:5]([NH:11][C:12](=[O:13])[NH:14][S:15](=[O:16])(=[O:17])[c:18]2[c:19]([C:24](=[O:25])[O:26][CH3:27])[cH:20][cH:21][cH:22][cH:23]2)[n:6][c:7]([O:9][CH3:10])[cH:8]1.[CH3:28][CH2:29][OH:30].[ClH:34].[K+:32].[OH-:31].[OH2:33]>>[CH3:1][O:2][c:3]1[n:4][c:5]([NH:11][C:12](=[O:13])[NH:14][S:15](=[O:16])(=[O:17])[c:18]2[c:19]([C:24](=[O:25])[OH:26])[cH:20][cH:21][cH:22][cH:23]2)[n:6][c:7]([O:9][CH3:10])[cH:8]1. Reactants: ClCCl, O=C(Cl)Oc1ccc([N+](=O)[O-])cc1, Nc1ccccn1, c1ccncc1. The product is O=C(Nc1ccccn1)Oc1ccc([N+](=O)[O-])cc1. Reaction SMILES: [Cl:27][CH2:28][Cl:29].[Cl:8][C:9](=[O:10])[O:11][c:12]1[cH:13][cH:14][c:15]([N+:18](=[O:19])[O-:20])[cH:16][cH:17]1.[NH2:1][c:2]1[n:3][cH:4][cH:5][cH:6][cH:7]1.[cH:21]1[cH:22][cH:23][n:24][cH:25][cH:26]1>>[NH:1]([c:2]1[n:3][cH:4][cH:5][cH:6][cH:7]1)[C:9](=[O:10])[O:11][c:12]1[cH:13][cH:14][c:15]([N+:18](=[O:19])[O-:20])[cH:16][cH:17]1. The reactants are OC1=CC=C(C=C1)C1=CC=CC=C1 (p-hydroxybiphenyl), S(=O)(=O)([O-])[O-].[Mg+2] (magnesium sulfate), [OH-].[Na+] (NaOH), [OH-].[Na+] (NaOH), C(C#C)Br (propargyl bromide). The reagents and catalysts are [Br-].C(CCC)[N+](CCCC)(CCCC)CCCC (tetrabutylammonium bromide). Solvent: O (water), C(C)(=O)OCC (ethyl acetate). Conditions: time 8 hour. The product is C(C#C)OC1(CC=CC=C1)C1=CC=CC=C1 (1-propargyloxybiphenyl). The yield is 53.1%. Reaction SMILES: O[C:2]1[CH:7]=[CH:6][C:5]([C:8]2[CH:13]=[CH:12][CH:11]=[CH:10][CH:9]=2)=[CH:4][CH:3]=1.[OH-].[Na+].[CH2:16](Br)[C:17]#[CH:18].S([O-])([O-])(=O)=[O:21].[Mg+2]>[Br-].C([N+](CCCC)(CCCC)CCCC)CCC.C(OCC)(=O)C.O>[CH2:16]([O:21][C:5]1([C:8]2[CH:13]=[CH:12][CH:11]=[CH:10][CH:9]=2)[CH:6]=[CH:7][CH:2]=[CH:3][CH2:4]1)[C:17]#[CH:18] |f:1.2,4.5,6.7|. Reported procedure: Into a reaction flask fitted with a stirrer, a thermometer, a nitrogen gas inlet tube and a reflux condenser, were placed 24.140 parts of p-hydroxybiphenyl, 51.120 parts of deionized water, 6.427 parts of NaOH and 0.127 part of tetrabutylammonium bromide and to this mixture, 18.161 parts of propargyl bromide was added dropwise and reacted at 80° C. for 6 hours. After completion of the reaction, the content was treated with an aqueous NaOH solution and then subjected to a fractionation with ethyl... The reactants are [C@@H]1([C@H](O)[C@H](O)[C@@H](CO)O1)N1C=NC=2C(N)=NC=NC12 (Adenosine), S(=O)(=O)(O)C1=CC=C(C=C1)C1=NC=2N(C(N(C)C(C2N1)=O)=O)C (8-(p-Sulfophenyl)-theophylline), C1(CCCC1)C1=NC=2N(C(N(C(C2N1)=O)CCC)=O)CCC (8-cyclopentyl-1,3-dipropylxanthine). The product is NC1=CC=C(C=C1)CCNC=1C=2N=CN([C@H]3[C@H](O)[C@H](O)[C@@H](CO)O3)C2N=CN1 (N6 -(2-(4-aminophenyl)ethyl) adenosine). RXN SMILES: [C@@H:1]1([N:10]2[C:19]3[N:18]=[CH:17][N:16]=[C:14]([NH2:15])[C:13]=3[N:12]=[CH:11]2)[O:9][C@H:6]([CH2:7][OH:8])[C@@H:4]([OH:5])[C@H:2]1[OH:3].S([C:24]1C=CC(C2NC3C(=O)N(C)C(=O)N(C)C=3N=2)=C[CH:25]=1)(O)(=O)=O.[CH:43]1([C:48]2[NH:56]C3C(=O)N(CCC)C(=O)N(CCC)C=3N=2)[CH2:47][CH2:46][CH2:45][CH2:44]1>>[NH2:56][C:48]1[CH:43]=[CH:47][C:46]([CH2:45][CH2:44][NH:15][C:14]2[C:13]3[N:12]=[CH:11][N:10]([C:19]=3[N:18]=[CH:17][N:16]=2)[C@@H:1]2[O:9][C@H:6]([CH2:7][OH:8])[C@@H:4]([OH:5])[C@H:2]2[OH:3])=[CH:25][CH:24]=1. Procedure: Adenosine (ADO) was obtained from Sigma. 8-(p-Sulfophenyl)-theophylline (SPT) and 8-cyclopentyl-1,3-dipropylxanthine (DPCPX) were purchased from Research Biochemicals Inc., Natick, Mass. N6 -(2-(4-aminophenyl)ethyl) adenosine (APNEA) was provided by Dr. Ray A. Olsson, Department of Internal Medicine, the University of South Florida, Tampa, Fla.